This data is from the Open Reaction Database (ORD), a public repository of structured organic reaction records. The task is: describe an organic reaction: reactants, conditions, products, and yield Reactants: 23.5, COC=C1CCC(CC1)CCC1=CC=C(C#N)C=C1 (p-[2-(4-methoxymethylenecyclohexyl)ethyl]benzonitrile), O1CCCC1 (tetrahydrofuran). Run in O (water). Procedure: A mixture of 23.5 of p-[2-(4-methoxymethylenecyclohexyl)ethyl]benzonitrile and 300 ml of tetrahydrofuran/2N hydrochloric acid (vol. 4:1) was boiled at reflux while gassing with nitrogen for 30 minutes. The cooled reaction mixture was poured into 450 ml of water and extracted three times with 300 ml of diethyl ether each time. The organic phases were washed with 200 ml of water, dried over sodium sulphate and concentrated in vacuo at 50° C. There were obtained 21.9 g of 4-[2-(p-cyanophenyl)ethyl]... Run at time 30 minute. The product is C(#N)C1=CC=C(C=C1)CCC1CCC(CC1)C=O (4-[2-(p-cyanophenyl)ethyl]cyclohexanecarboxaldehyde). Reaction SMILES: C[O:2][CH:3]=[C:4]1[CH2:9][CH2:8][CH:7]([CH2:10][CH2:11][C:12]2[CH:19]=[CH:18][C:15]([C:16]#[N:17])=[CH:14][CH:13]=2)[CH2:6][CH2:5]1.O1CCCC1>O>[C:16]([C:15]1[CH:18]=[CH:19][C:12]([CH2:11][CH2:10][CH:7]2[CH2:8][CH2:9][CH:4]([CH:3]=[O:2])[CH2:5][CH2:6]2)=[CH:13][CH:14]=1)#[N:17]. Reactants: BrC1=NC(=CC=C1)Br (2,6-Dibromopyridine), FC(C)(C)C1=NC=2N(C=C1)C(=CN2)[Sn](CCCC)(CCCC)CCCC (7-(1-fluoro-1-methylethyl)-3-tributylstannylimidazo[1,2-α]pyrimidine). Yields the product BrC1=CC=CC(=N1)C1=CN=C2N1C=CC(=N2)C(C)(C)F (3-(6-bromopyridin-2-yl)-7-(1-fluoro-1-methylethyl)imidazo[1,2-α]pyrimidine). Yield: 68.0%. Reaction SMILES: Br[C:2]1[CH:7]=[CH:6][CH:5]=[C:4]([Br:8])[N:3]=1.[F:9][C:10]([C:13]1[CH:18]=[CH:17][N:16]2[C:19]([Sn](CCCC)(CCCC)CCCC)=[CH:20][N:21]=[C:15]2[N:14]=1)([CH3:12])[CH3:11]>>[Br:8][C:4]1[N:3]=[C:2]([C:19]2[N:16]3[CH:17]=[CH:18][C:13]([C:10]([F:9])([CH3:11])[CH3:12])=[N:14][C:15]3=[N:21][CH:20]=2)[CH:7]=[CH:6][CH:5]=1. Procedure: 2,6-Dibromopyridine was coupled with 7-(1-fluoro-1-methylethyl)-3-tributylstannylimidazo[1,2-α]pyrimidine by the method of Example 1 to afford 3-(6-bromopyridin-2-yl)-7-(1-fluoro-1-methylethyl)imidazo[1,2-α]pyrimidine (1.0 g, 68%) as a pale yellow solid: δH (360 MHz, CDCl3) 1.81 (6H, d, J 22), 7.37 (1H, d, J 8), 7.42 (1H, dd, J 7 and 2), 7.61 (1H, dd, J 8 and 8), 7.71 (1H, dd, J 8 and 1), 8.33 (1H, s), 10.09 (1H, d, J 7). The reactants are N(=[N+]=[N-])CCCCN=[N+]=[N-] (1,4-diazidobutane), C(C1=CC=CC=C1)[Mg]Cl (benzylmagnesium chloride), crystals. The solvent is C1CCOC1 (THF), C1CCOC1 (THF). Conditions: time 8 hour. Product: C(C1=CC=CC=C1)NN=NCCCCN=NNCC1=CC=CC=C1 (1,4-Bis(benzyltriazeno)butane). Reaction SMILES: [N:1]([CH2:4][CH2:5][CH2:6][CH2:7][N:8]=[N+:9]=[N-:10])=[N+:2]=[N-:3].[CH2:11]([Mg]Cl)[C:12]1[CH:17]=[CH:16][CH:15]=[CH:14][CH:13]=1>C1COCC1>[CH2:11]([NH:3][N:2]=[N:1][CH2:4][CH2:5][CH2:6][CH2:7][N:8]=[N:9][NH:10][CH2:11][C:12]1[CH:17]=[CH:16][CH:15]=[CH:14][CH:13]=1)[C:12]1[CH:17]=[CH:16][CH:15]=[CH:14][CH:13]=1. Reported procedure: A solution of 1.40 g (10 mmoles) of 1,4-diazidobutane, in 10 ml. of THF and chilled to -45° C., was treated dropwise with 15 ml of 2.0M benzylmagnesium chloride in THF (30 mmoles). The reaction mixture was magnetically stirred overnight at room temperature. The solvent was removed under vacuum and the residue was dissolved in 200 ml. of diethylether and washed with 30 ml. of ammonium buffer (50 g. ammonium chloride, 178 ml. of 10% ammonium hydroxide and 272 ml. of water), followed by 2×30 ml of ... The reactants are [O-2].[O-2].[O-2].[Cr+6] (chromium trioxide), ice, 3, C1(CCCCC1)C#CCO (cyclohexyl-1-propyn-3-ol), S(O)(O)(=O)=O (sulfuric acid). Run in CC(=O)C (acetone), O (water), O (water). Product: [Cr](=O)(=O)(O)O (chromic acid), C1(CCCCC1)C(C#C)=O (3-cyclohexylprop-1-yn-3-one). As a reaction SMILES: [O-2:1].[O-2:2].[O-2:3].[Cr+6:4].S(=O)(=O)(O)[OH:6].[CH:10]1([C:16]#[C:17][CH2:18]O)[CH2:15][CH2:14][CH2:13][CH2:12][CH2:11]1>O.CC(C)=O>[Cr:4]([OH:6])([OH:3])(=[O:2])=[O:1].[CH:10]1([C:16](=[O:1])[C:17]#[CH:18])[CH2:15][CH2:14][CH2:13][CH2:12][CH2:11]1 |f:0.1.2.3|. Procedure: A solution of chromic acid was prepared by dissolving 106.88 g chromium trioxide in 400 ml water and then adding 92 ml concentrated sulfuric acid. This solution was added in dropwise fashion over a 3 hr. period to an ice cooled, stirred solution of 120 g 3 cyclohexyl-1-propyn-3-ol, prepared as shown in Preparation 1, in 175 ml acetone. The resulting mixture was diluted with 500 ml water and the product was extracted into 1 liter of diethyl ether. The ether extract was washed with 250 ml saturate... Starting materials: CN(C(=O)SC=1C=C(C(=O)N)C=C(C1)SC(N(C)C)=O)C (3,5-Bis(dimethylcarbamoylthio)benzamide), [OH-].[Na+] (sodium hydroxide). Yields the product SC=1C=C(C(=O)N)C=C(C1)S (3,5-dimercaptobenzamide). As a reaction SMILES: CN(C)C([S:5][C:6]1[CH:7]=[C:8]([CH:12]=[C:13]([S:15]C(=O)N(C)C)[CH:14]=1)[C:9]([NH2:11])=[O:10])=O.[OH-].[Na+]>>[SH:5][C:6]1[CH:7]=[C:8]([CH:12]=[C:13]([SH:15])[CH:14]=1)[C:9]([NH2:11])=[O:10] |f:1.2|. Procedure: 3,5-Bis(dimethylcarbamoylthio)benzamide was subjected to hydrolysis with aqueous sodium hydroxide according to the ordinary procedure, giving 3,5-dimercaptobenzamide. The reactants are resultant solution, NC(=S)N (Thiourea), C(C)(=O)[O-].[Na+] (sodium acetate), CON=C(C(=O)NC1[C@@H]2N(C(=CCS2)C(=O)O)C1=O)C(C(Br)Br)=O (7-(2-methoxyimino-3-oxo-4,4-dibromobutyramido)-3-cephem-4-carboxylic acid), Cl (hydrochloric acid). The solvent is O1CCCC1 (tetrahydrofuran), O (water). Reaction conditions: temperature 30 celsius, time 4 hour. Yields the product NC=1SC=C(N1)C(C(=O)NC1[C@@H]2N(C(=CCS2)C(=O)O)C1=O)=NOC (7-[2-(2-aminothiazol-4-yl)-2-methoxyiminoacetamido]-3-cephem-4-carboxylic acid). Yield: 41.2%. RXN SMILES: [NH2:1][C:2]([NH2:4])=[S:3].C([O-])(=O)C.[Na+].[CH3:10][O:11][N:12]=[C:13]([C:29](=O)[CH:30](Br)Br)[C:14]([NH:16][CH:17]1[C:27](=[O:28])[N:19]2[C:20]([C:24]([OH:26])=[O:25])=[CH:21][CH2:22][S:23][C@H:18]12)=[O:15].Cl>O1CCCC1.O>[NH2:1][C:2]1[S:3][CH:30]=[C:29]([C:13](=[N:12][O:11][CH3:10])[C:14]([NH:16][CH:17]2[C:27](=[O:28])[N:19]3[C:20]([C:24]([OH:26])=[O:25])=[CH:21][CH2:22][S:23][C@H:18]23)=[O:15])[N:4]=1 |f:1.2|. Procedure: Thiourea (235 mg) and sodium acetate (253 mg) were added to a solution of 7-(2-methoxyimino-3-oxo-4,4-dibromobutyramido)-3-cephem-4-carboxylic acid (syn isomer, 500 mg) in tetrahydrofuran (10 ml) and water (100 ml), and the mixture was stirred at 30° C. for 4 hours. The resultant solution was adjusted to pH 3.5 with 6 N hydrochloric acid, and concentrated under reduced pressure. The precipitates were collected by filtration, washed with water and dried to give 7-[2-(2-aminothiazol-4-yl)-2-methox... Starting materials: BrC1=NC(=CC=C1NC(C(F)(F)F)=O)F (N-(2-bromo-6-fluoropyridin-3-yl)-2,2,2-trifluoro-acetamide), C(C=C)Br (allyl bromide), C([O-])([O-])=O.[Na+].[Na+] (sodium carbonate). The solvent is CC#N (CH3CN). Yields the product C(C=C)N(C(C(F)(F)F)=O)C=1C(=NC(=CC1)F)Br (N-allyl-N-(2-bromo-6-fluoro-pyridin-3-yl)-2,2,2-trifluoro-acetamide). Isolated yield 86.7%. RXN SMILES: [Br:1][C:2]1[C:7]([NH:8][C:9](=[O:14])[C:10]([F:13])([F:12])[F:11])=[CH:6][CH:5]=[C:4]([F:15])[N:3]=1.[CH2:16](Br)[CH:17]=[CH2:18].C(=O)([O-])[O-].[Na+].[Na+]>CC#N>[CH2:18]([N:8]([C:7]1[C:2]([Br:1])=[N:3][C:4]([F:15])=[CH:5][CH:6]=1)[C:9](=[O:14])[C:10]([F:12])([F:13])[F:11])[CH:17]=[CH2:16] |f:2.3.4|. Reported procedure: A solution of N-(2-bromo-6-fluoropyridin-3-yl)-2,2,2-trifluoro-acetamide (9.16 g, 31.9 mmol), allyl bromide (6.18 g, 47.9 mmol) and sodium carbonate (8.82 g, 63.8 mmol) in CH3CN (80 mL) is stirred at 80° C. for 2 h. The reaction mixture is concentrated in vacuo and the residue is purified by silica gel chromatography eluting with 0-60% DCM in heptane to afford N-allyl-N-(2-bromo-6-fluoro-pyridin-3-yl)-2,2,2-trifluoro-acetamide (9.05 g) as an oil. 1H NMR (300 MHz, CDCl3) δ 3.68 (q, H), 5.01 (q, H... Starting materials: C1C(NC=2C1=C1C=CC=NC1=CC2)=O (3-H-pyrrolo[3,2-f]quinoline-2-one), C(C)(C)(C)OC(N(C)C)OC(C)(C)C (dimethylformamide di-t-butyl acetal), C(C)(=O)OCC (Ethyl acetate). Solvent: CN(C)C=O (DMF). Run at time 3 hour. Yields the product CN(C)C=C1C(NC=2C1=C1C=CC=NC1=CC2)=O (Dimethylaminomethylidene-1,3-dihydro-2H-pyrrolo[3,2-f]quinoline-2-one). Reaction SMILES: [CH2:1]1[C:5]2=[C:6]3[C:11](=[CH:12][CH:13]=[C:4]2[NH:3][C:2]1=[O:14])[N:10]=[CH:9][CH:8]=[CH:7]3.C(O[CH:20](OC(C)(C)C)[N:21]([CH3:23])[CH3:22])(C)(C)C.C(OCC)(=O)C>CN(C=O)C>[CH3:20][N:21]([CH:23]=[C:1]1[C:5]2=[C:6]3[C:11](=[CH:12][CH:13]=[C:4]2[NH:3][C:2]1=[O:14])[N:10]=[CH:9][CH:8]=[CH:7]3)[CH3:22]. Procedure details: A mixture of 3-H-pyrrolo[3,2-f]quinoline-2-one (13 mmol) and dimethylformamide di-t-butyl acetal (15 mmol) in DMF was stirred at room temperature for 3 h. Ethyl acetate (25 mL) was added and the resulting solid was collected by filtration and allowed to air dry. The desired compound was obtained (70%) and used directly in the next step.